From a dataset of the Open Reaction Database (ORD), a public repository of structured organic reaction records. describe an organic reaction: reactants, conditions, products, and yield Reactants: CN(C)C=O, Fc1cccc(Cl)c1CCl, [K+], Nc1nc2ccc(O)cc2s1, [OH-], O. Yields the product Nc1nc2ccc(OCc3c(F)cccc3Cl)cc2s1. As a reaction SMILES: [CH3:25][N:26]([CH3:27])[CH:28]=[O:29].[Cl:14][c:15]1[c:16]([CH2:22][Cl:23])[c:17]([F:21])[cH:18][cH:19][cH:20]1.[K+:2].[NH2:3][c:4]1[s:5][c:6]2[c:7]([n:8]1)[cH:9][cH:10][c:11]([OH:13])[cH:12]2.[OH-:1].[OH2:24]>>[NH2:3][c:4]1[s:5][c:6]2[c:7]([n:8]1)[cH:9][cH:10][c:11]([O:13][CH2:22][c:16]1[c:15]([Cl:14])[cH:20][cH:19][cH:18][c:17]1[F:21])[cH:12]2. The reactants are C(C)(=O)OC(C)=O (acetic anhydride), NC1CN(CC1O)C(=O)OCC1=CC=CC=C1 (benzyl 3-amino-4-hydroxypyrrolidine-1-carboxylate), C(C)OCC (diethylether). Solvent: ClCCl (dichlormethane). Conditions: time 2 hour. Product: C(C)(=O)NC1CN(CC1O)C(=O)OCC1=CC=CC=C1 (Benzyl 3-acetamido-4-hydroxypyrrolidine-1-carboxylate). Yield: 90.9%. RXN SMILES: [C:1](OC(=O)C)(=[O:3])[CH3:2].[NH2:8][CH:9]1[CH:13]([OH:14])[CH2:12][N:11]([C:15]([O:17][CH2:18][C:19]2[CH:24]=[CH:23][CH:22]=[CH:21][CH:20]=2)=[O:16])[CH2:10]1.C(OCC)C>ClCCl>[C:1]([NH:8][CH:9]1[CH:13]([OH:14])[CH2:12][N:11]([C:15]([O:17][CH2:18][C:19]2[CH:24]=[CH:23][CH:22]=[CH:21][CH:20]=2)=[O:16])[CH2:10]1)(=[O:3])[CH3:2]. Procedure: 3.24 g acetic anhydride was added to 7.1 g benzyl 3-amino-4-hydroxypyrrolidine-1-carboxylate in 100 mL dichlormethane at 0-5° C. The mixture was stirred 2 h at RT, 100 mL diethylether was added and the mixture was stirred for 15 min. The precipitate was filtered to give 7.6 g of the desired product.